Dataset: the Open Reaction Database (ORD), a public repository of structured organic reaction records. Task: describe an organic reaction: reactants, conditions, products, and yield RXN SMILES: [C:21]([O:22][CH:23]([CH3:24])[CH3:25])(=[O:26])[CH3:27].[CH2:1]([CH3:2])[O:3][CH2:4][CH2:5][n:6]1[n:7][c:8]([CH2:17][CH3:18])[c:9]([N+:14]([O-:15])=[O:16])[c:10]1[C:11](=[O:12])[NH2:13].[H:19][H:20]>>[CH2:1]([CH3:2])[O:3][CH2:4][CH2:5][n:6]1[n:7][c:8]([CH2:17][CH3:18])[c:9]([NH2:14])[c:10]1[C:11](=[O:12])[NH2:13]. The product is CCOCCn1nc(CC)c(N)c1C(N)=O. Starting materials: CC(=O)OC(C)C, CCOCCn1nc(CC)c([N+](=O)[O-])c1C(N)=O, [H][H]. Reactants: C(=O)OCC (ethyl formate), C[O-].[Na+] (sodium methoxide), C(C)(C)C1CCC(CC1)=O (4-isopropyl-cyclohexanone). Solvent: C(C)OCC (diethyl ether), C(C)OCC (diethyl ether). Reaction conditions: time 8 hour. Yields the product C(C)(C)C1CCC(C(C1)C=O)=O (rac-5-isopropyl-2-oxo-cyclohexanecarbaldehyde). RXN SMILES: [CH:1](OCC)=[O:2].C[O-].[Na+].[CH:9]([CH:12]1[CH2:17][CH2:16][C:15](=[O:18])[CH2:14][CH2:13]1)([CH3:11])[CH3:10]>C(OCC)C>[CH:9]([CH:12]1[CH2:17][CH:16]([CH:1]=[O:2])[C:15](=[O:18])[CH2:14][CH2:13]1)([CH3:11])[CH3:10] |f:1.2|. Reported procedure: A solution of ethyl formate (6 mmol) in diethyl ether (2 ml) was added dropwise to a suspension of sodium methoxide (6 mmol) and 4-isopropyl-cyclohexanone (3 mmol) in absolute diethyl ether (3 ml) and after complete evolution of the gas the reaction mixture was stirred overnight at room temperature. The solid formed was filtered off, washed with diethyl ether and dried in a high vacuum. The product was obtained as a slightly yellow solid. tR 2.26; MS (pos. Ion.) m/z 169.32 [M+H]+. (J. Org. Chem.... Reactants: FC(C(=O)OC(C(F)(F)F)=O)(F)F (trifluoroacetic anhydride), C([O-])([O-])=O.[Na+].[Na+] (sodium carbonate), ClC=1C=C([N+](=CC1Br)[O-])C (4-chloro-5-bromo-2-picoline-N-oxide), CO (methanol). The solvent is ClCCl (dichloromethane), O (water). Run at time 7 day. The product is ClC1=CC(=NC=C1Br)CO (4-chloro-5-bromo-2-hydroxymethylpyridine). Reaction SMILES: [Cl:1][C:2]1[CH:3]=[C:4]([CH3:10])[N+:5]([O-])=[CH:6][C:7]=1[Br:8].FC(F)(F)C(OC(=O)C(F)(F)F)=[O:14].CO.C(=O)([O-])[O-].[Na+].[Na+]>ClCCl.O>[Cl:1][C:2]1[C:7]([Br:8])=[CH:6][N:5]=[C:4]([CH2:10][OH:14])[CH:3]=1 |f:3.4.5|. Reported procedure: A solution of 4-chloro-5-bromo-2-picoline-N-oxide (23.9 g) in dichloromethane (250 ml) was cooled to 10° and trifluoroacetic anhydride (25 ml) added over 20 minutes. The mixture was allowed to warm to ambient temperature, and stand for 7 days. After cooling to 10°, methanol (100 ml) was added, and the solution stripped. The residue was treated with water (150 ml), basified with saturated aqueous sodium carbonate to pH 10, and extracted with ethyl acetate (2×150 ml). The combined extracts were dr...